This data is from the Open Reaction Database (ORD), a public repository of structured organic reaction records. The task is: describe an organic reaction: reactants, conditions, products, and yield As a reaction SMILES: [NH2:1][CH:2]1[C:11]2[C:6](=[CH:7][CH:8]=[C:9]([N+:12]([O-:14])=[O:13])[CH:10]=2)[NH:5][CH:4]([C:15]([CH3:19])([CH3:18])[CH2:16][OH:17])[CH2:3]1.CS[N:22]=[C:23]=[O:24].N1C=CC=C[CH:26]=1>>[CH3:26][NH:22][C:23]([NH:1][CH:2]1[C:11]2[C:6](=[CH:7][CH:8]=[C:9]([N+:12]([O-:14])=[O:13])[CH:10]=2)[NH:5][CH:4]([C:15]([CH3:19])([CH3:18])[CH2:16][OH:17])[CH2:3]1)=[O:24]. Run at time 2 hour. Starting materials: NC1CC(NC2=CC=C(C=C12)[N+](=O)[O-])C(CO)(C)C (2-(4-amino-6-nitro-1,2,3,4-tetrahydroquinolin-2-yl)-2-methylpropan-1-ol), CSN=C=O (methyl thioisocyanate), N1=CC=CC=C1 (pyridine). Yields the product CNC(=O)NC1CC(NC2=CC=C(C=C12)[N+](=O)[O-])C(CO)(C)C (1-methyl-3-[2-(2-hydroxy-1,1-dimethylethyl)-6-nitro-1,2,3,4-tetrahydroquinolin-4-yl]-urea). Procedure details: The compound of Example 22 (50 mg) and 30 mg of methyl thioisocyanate were dissolved in 1 ml of pyridine. After 2 hours of stirring at room temperature, the solvent was distilled off under reduced pressure. The residue was purified by silica gel column chromatography (elution solvent; hexane:ethyl acetate=1:2) to obtain 42 mg of the title compound. Its physical properties are shown below. Reactants: CC(=O)[O-], Cl, O=Cc1c[nH]nc1-c1ccc([N+](=O)[O-])o1, NO, [Na+], O. Yields the product O=[N+]([O-])c1ccc(-c2n[nH]cc2C=NO)o1. As a reaction SMILES: [CH3:20][C:21](=[O:22])[O-:23].[ClH:16].[N+:1](=[O:2])([O-:3])[c:4]1[cH:5][cH:6][c:7](-[c:9]2[n:10][nH:11][cH:12][c:13]2[CH:14]=[O:15])[o:8]1.[NH2:17][OH:18].[Na+:19].[OH2:24]>>[N+:1](=[O:2])([O-:3])[c:4]1[cH:5][cH:6][c:7](-[c:9]2[n:10][nH:11][cH:12][c:13]2[CH:14]=[N:17][OH:18])[o:8]1. Starting materials: CCOC(C)=O, C=CCc1cc(Cl)ccc1OCC(=O)OC. The product is CCCc1cc(Cl)ccc1OCC(=O)OC. RXN SMILES: [CH3:17][CH2:18][O:19][C:20]([CH3:21])=[O:22].[CH3:1][O:2][C:3]([CH2:4][O:5][c:6]1[c:7]([CH2:13][CH:14]=[CH2:15])[cH:8][c:9]([Cl:12])[cH:10][cH:11]1)=[O:16]>>[CH3:1][O:2][C:3]([CH2:4][O:5][c:6]1[c:7]([CH2:13][CH2:14][CH3:15])[cH:8][c:9]([Cl:12])[cH:10][cH:11]1)=[O:16]. Reactants: C(C)(=O)OCC1=C(N2C(C(C2SC1)NC(CN1C(=NC=C1)S(=O)(=O)C)=O)=O)C(=O)OC(C)(C)C (3-Acetoxymethyl-2-(tertiary butoxycarbonyl)-7-[(2-mesyl-imidazol-1-yl)-acetamido]-8-oxo-5-thia-1-aza-bicyclo[4,2,0]oct-2-ene). Solvent: FC(C(=O)O)(F)F (trifluoroacetic acid). Run at time 3 hour. The product is C(C)(=O)OCC1=C(N2C(C(C2SC1)NC(CN1C(=NC=C1)S(=O)(=O)C)=O)=O)C(=O)O (3-acetoxymethyl-2-carboxy-7-[(2-mesyl-imidazol-1-yl)-acetamido]-8-oxo-5-thia-1-aza-bicyclo[4,2,0]oct-2-ene). The yield is 74.8%. Reaction SMILES: [C:1]([O:4][CH2:5][C:6]1[CH2:13][S:12][CH:11]2[N:8]([C:9](=[O:27])[CH:10]2[NH:14][C:15](=[O:26])[CH2:16][N:17]2[CH:21]=[CH:20][N:19]=[C:18]2[S:22]([CH3:25])(=[O:24])=[O:23])[C:7]=1[C:28]([O:30]C(C)(C)C)=[O:29])(=[O:3])[CH3:2]>FC(F)(F)C(O)=O>[C:1]([O:4][CH2:5][C:6]1[CH2:13][S:12][CH:11]2[N:8]([C:9](=[O:27])[CH:10]2[NH:14][C:15](=[O:26])[CH2:16][N:17]2[CH:21]=[CH:20][N:19]=[C:18]2[S:22]([CH3:25])(=[O:24])=[O:23])[C:7]=1[C:28]([OH:30])=[O:29])(=[O:3])[CH3:2]. Reported procedure: 3-Acetoxymethyl-2-(tertiary butoxycarbonyl)-7-[(2-mesyl-imidazol-1-yl)-acetamido]-8-oxo-5-thia-1-aza-bicyclo[4,2,0]oct-2-ene (6 g.) is dissolved in trifluoroacetic acid (60 cc.). The reagents are contacted for 3 hours while keeping the temperature at about 4° C. The mixture is then concentrated to dryness under reduced pressure (1 mm.Hg) at 40° C., and the residue is recrystallised from acetonitrile (15 cc.) to give 3-acetoxymethyl-2-carboxy-7-[(2-mesyl-imidazol-1-yl)-acetamido]-8-oxo-5-thia-1-a... Reactants: C(CCCCCCCCC)OC=1C=NC(=NC1)C1=CC=C(C=C1)Br (5-decyloxy-2-(4-bromophenyl)-pyrimidine), tetrakis-triphenylphosphine palladium, [OH-].[Na+] (sodium hydroxide), C(Cl)(Cl)Cl (CHCl3), solution, E-6-acetoxy-1-heptenylcatecholborane, aqueous solution, [OH-].[Na+] (sodium hydroxide), aqueous solution, OO (hydrogen peroxide). Run in O1CCCC1 (tetrahydrofuran), O1CCCC1 (tetrahydrofuran). Conditions: time 6 hour. The product is C(CCCCCCCCC)OC=1C=NC(=NC1)C1=CC=C(C=C1)\C=C\CCCC(C)OC(C)=O ((+)-5-decyloxy-2-{4-(6-acetoxy-1-trans-heptenyl)-phenyl}-pyrimidine). The yield is 163.9%. As a reaction SMILES: [CH2:1]([O:11][C:12]1[CH:13]=[N:14][C:15]([C:18]2[CH:23]=[CH:22][C:21](Br)=[CH:20][CH:19]=2)=[N:16][CH:17]=1)[CH2:2][CH2:3][CH2:4][CH2:5][CH2:6][CH2:7][CH2:8][CH2:9][CH3:10].[OH-:25].[Na+].OO.C(Cl)(Cl)Cl>O1CCCC1>[CH2:1]([O:11][C:12]1[CH:13]=[N:14][C:15]([C:18]2[CH:23]=[CH:22][C:21](/[CH:3]=[CH:4]/[CH2:5][CH2:6][CH2:7][CH:8]([O:25][C:1](=[O:11])[CH3:2])[CH3:9])=[CH:20][CH:19]=2)=[N:16][CH:17]=1)[CH2:2][CH2:3][CH2:4][CH2:5][CH2:6][CH2:7][CH2:8][CH2:9][CH3:10] |f:1.2|. Reported procedure: Apart from the above, inner atmosphere of a four-necked flask equipped with a stirring device, a reflux condenser and a thermometer was replaced with nitrogen gas, and then the flask was charged with 6.6 g (17 mmol) of 5-decyloxy-2-(4-bromophenyl)-pyrimidine, 0.23 g (0.2 mmol) of tetrakis-triphenylphosphine-palladium, 2.4 g (60 mmol) of sodium hydroxide and 60 ml of tetrahydrofuran. Subsequently, 50 ml of a solution prepared by dissolving 20 mmol of the above-obtained E-6-acetoxy-1-heptenylcatec... The reactants are CC1(OC(C(=N1)C1=CC=CC=C1)C1=CC=C(N(C=O)C)C=C1)C (4'-(2,2-dimethyl-4-phenyl-3-oxazoline-5-yl)-N-methylformanilide). Solvent: C(C)O (ethanol), petroleum ether. Yields the product CNC1=CC=C(C=C1)C1C(=NC(O1)(C)C)C1=CC=CC=C1 (5-[p-(methylamino)phenyl]-2,2-dimethyl-4-phenyl-3-oxazoline). Isolated yield 55.0%. Reaction SMILES: [CH3:1][C:2]1([CH3:23])[N:6]=[C:5]([C:7]2[CH:12]=[CH:11][CH:10]=[CH:9][CH:8]=2)[CH:4]([C:13]2[CH:22]=[CH:21][C:16]([N:17](C)[CH:18]=O)=[CH:15][CH:14]=2)[O:3]1>C(O)C>[CH3:18][NH:17][C:16]1[CH:15]=[CH:14][C:13]([CH:4]2[O:3][C:2]([CH3:23])([CH3:1])[N:6]=[C:5]2[C:7]2[CH:12]=[CH:11][CH:10]=[CH:9][CH:8]=2)=[CH:22][CH:21]=1. Procedure: 5 g of 4'-(2,2-dimethyl-4-phenyl-3-oxazoline-5-yl)-N-methylformanilide were exposed to light in 2 liters of ethanol under an atmosphere of argon for 8 hours in the apparatus described in Example 4. After evaporation of the solvent in a water-jet vacuum, there remained behind an oil which was chromatographed on silica gel. The elution was carried out with dichloromethane/acetone (95:5). In order to remove accompanying impurities, the product isolated in the foregoing manner was suspended in hot p... The reactants are ClC1=CC=C(C=C1)C(C(=O)NC(C)=NO)(CC)N1C=CC2=C(C=CC=C12)NS(=O)(=O)C (2-(4-chlorophenyl)-N-(1-(hydroxyimino)ethyl)-2-(4-(methylsulfonamido)-1H-indol-1-yl)butanamide). Solvent: C1CCOC1 (THF). Yields the product ClC1=CC=C(C=C1)C(CC)(C1=NC(=NO1)C)N1C=CC2=C(C=CC=C12)NS(=O)(=O)C (N-(1-(1-(4-chlorophenyl)-1-(3-methyl-1,2,4-oxadiazol-5-yl)propyl)-1H-indol-4-yl)methanesulfonamide). Reaction SMILES: [Cl:1][C:2]1[CH:7]=[CH:6][C:5]([C:8]([N:18]2[C:26]3[C:21](=[C:22]([NH:27][S:28]([CH3:31])(=[O:30])=[O:29])[CH:23]=[CH:24][CH:25]=3)[CH:20]=[CH:19]2)([CH2:16][CH3:17])[C:9]([NH:11][C:12](=[N:14]O)[CH3:13])=[O:10])=[CH:4][CH:3]=1>C1COCC1>[Cl:1][C:2]1[CH:7]=[CH:6][C:5]([C:8]([N:18]2[C:26]3[C:21](=[C:22]([NH:27][S:28]([CH3:31])(=[O:29])=[O:30])[CH:23]=[CH:24][CH:25]=3)[CH:20]=[CH:19]2)([C:9]2[O:10][N:14]=[C:12]([CH3:13])[N:11]=2)[CH2:16][CH3:17])=[CH:4][CH:3]=1. Reported procedure: A solution of 2-(4-chlorophenyl)-N-(1-(hydroxyimino)ethyl)-2-(4-(methylsulfonamido)-1H-indol-1-yl)butanamide (148 mg, 0.32 mmol) in THF (5 mL) was heated at 70° C. for 2 days. Then the solvent was removed in vacuo to afford the crude product. The product was purified by column chromatography (50% EtOAc/hexanes), then by chiral separation following the conditions below provided the title compound as a single enantiomer.